Dataset: the Open Reaction Database (ORD), a public repository of structured organic reaction records. Task: describe an organic reaction: reactants, conditions, products, and yield The product is C=Cc1c(F)cc2c(=O)c(C(=O)OCC)cn(CC)c2c1F. Reaction SMILES: [Br-:1].[CH2:5]([CH3:6])[n:7]1[cH:8][c:9]([C:21](=[O:22])[O:23][CH2:24][CH3:25])[c:10](=[O:20])[c:11]2[cH:12][c:13]([F:19])[c:14]([Br:18])[c:15]([F:17])[c:16]12.[CH3:28][CH2:29][O:30][C:31](=[O:32])[CH3:33].[CH:2](=[CH2:3])[Mg+:4].[Cl-:26].[Cl-:39].[Cl-:41].[NH4+:27].[O:34]1[CH2:35][CH2:36][CH2:37][CH2:38]1.[Zn+2:40]>>[CH:2](=[CH2:3])[c:14]1[c:13]([F:19])[cH:12][c:11]2[c:10](=[O:20])[c:9]([C:21](=[O:22])[O:23][CH2:24][CH3:25])[cH:8][n:7]([CH2:5][CH3:6])[c:16]2[c:15]1[F:17]. Starting materials: [Br-], CCOC(=O)c1cn(CC)c2c(F)c(Br)c(F)cc2c1=O, CCOC(C)=O, C=C[Mg+], [Cl-], [Cl-], [Cl-], [NH4+], C1CCOC1, [Zn+2]. Reactants: C1(=CC=CC=C1)C1=NC2=CC=CC=C2C(=C1)C(=O)Cl (2-phenyl-4-quinolinecarbonyl chloride), N1=CC=CC=C1 (pyridine), NC=1OC(=NN1)C=1OC=CC1 (2-amino-5-(2-furyl)-1,3,4-oxadiazole). The solvent is CO (methanol). Conditions: temperature 60 celsius, time 6 hour. Product: O1C(=CC=C1)C1=NN=C(O1)NC(=O)C1=CC(=NC2=CC=CC=C12)C1=CC=CC=C1 (N-[5-(2-furyl)-1,3,4-oxadiazol-2-yl]-2-phenyl-4-quinolinecarboxamide). Isolated yield 43.1%. Reaction SMILES: [C:1]1([C:7]2[CH:16]=[C:15]([C:17](Cl)=[O:18])[C:14]3[C:9](=[CH:10][CH:11]=[CH:12][CH:13]=3)[N:8]=2)[CH:6]=[CH:5][CH:4]=[CH:3][CH:2]=1.N1C=CC=CC=1.[NH2:26][C:27]1[O:28][C:29]([C:32]2[O:33][CH:34]=[CH:35][CH:36]=2)=[N:30][N:31]=1>CO>[O:33]1[CH:34]=[CH:35][CH:36]=[C:32]1[C:29]1[O:28][C:27]([NH:26][C:17]([C:15]2[C:14]3[C:9](=[CH:10][CH:11]=[CH:12][CH:13]=3)[N:8]=[C:7]([C:1]3[CH:6]=[CH:5][CH:4]=[CH:3][CH:2]=3)[CH:16]=2)=[O:18])=[N:31][N:30]=1. Reported procedure: 2-phenyl-4-quinolinecarbonyl chloride (2.00 g, 7.47 mmol) was added in small portions to a pyridine (40 mL) solution of commercially available 2-amino-5-(2-furyl)-1,3,4-oxadiazole (1.69 g, 11.2 mmol), and the mixture was heated with stirring at 60° C. for 6 hours. To the reaction solution, methanol was added, and the solvent was distilled off. The obtained residue was triturated by the addition of water. The deposited crystal was collected by filtration, washed with methanol and then with ethyl ... The reactants are CON(C)C(=O)CBr, O=C(O)CCBr. The product is CON(C)C(=O)CCBr. Reaction SMILES: [Br:1][CH2:2][C:3](=[O:4])[N:5]([CH3:6])[O:7][CH3:8].[Br:9][CH2:10][CH2:11][C:12]([OH:13])=[O:14]>>[CH2:2]([C:3](=[O:4])[N:5]([CH3:6])[O:7][CH3:8])[CH2:10][Br:9].